Dataset: the Open Reaction Database (ORD), a public repository of structured organic reaction records. Task: describe an organic reaction: reactants, conditions, products, and yield Reactants: COCc1c(F)c(F)c(C(=O)O)c(F)c1F, O=S(Cl)Cl. Yields the product COCc1c(F)c(F)c(C(=O)Cl)c(F)c1F. Reaction SMILES: [CH3:1][O:2][CH2:3][c:4]1[c:5]([F:16])[c:6]([F:15])[c:7]([C:8](=[O:9])[OH:10])[c:11]([F:14])[c:12]1[F:13].[S:17]([Cl:18])([Cl:19])=[O:20]>>[CH3:1][O:2][CH2:3][c:4]1[c:5]([F:16])[c:6]([F:15])[c:7]([C:8](=[O:9])[Cl:19])[c:11]([F:14])[c:12]1[F:13].